This data is from the Open Reaction Database (ORD), a public repository of structured organic reaction records. The task is: describe an organic reaction: reactants, conditions, products, and yield The reactants are COC(=O)C=1N=C(C2=CC(=CC=C2C1O)OC1=CC=CC=C1)C#N (1-Cyano-4-hydroxy-7-phenoxy-isoquinoline-3-carboxylic acid methyl ester), Cl (hydrochloric acid), N[C@@H](CC(=O)O)CC (3-(R)-amino-pentanoic acid), C[O-].[Na+].CO (sodium methoxide methanol). Solvent: O (water). Conditions: temperature 130 celsius. The product is C(#N)C1=NC(=C(C2=CC=C(C=C12)OC1=CC=CC=C1)O)C(=O)N[C@@H](CC(=O)O)CC (3-(R)-[(1-Cyano-4-hydroxy-7-phenoxy-isoquinoline-3-carbonyl)-amino]-pentanoic acid). Isolated yield 73.0%. RXN SMILES: CO[C:3]([C:5]1[N:6]=[C:7]([C:23]#[N:24])[C:8]2[C:13]([C:14]=1[OH:15])=[CH:12][CH:11]=[C:10]([O:16][C:17]1[CH:22]=[CH:21][CH:20]=[CH:19][CH:18]=1)[CH:9]=2)=[O:4].[NH2:25][C@H:26]([CH2:31][CH3:32])[CH2:27][C:28]([OH:30])=[O:29].C[O-].[Na+].CO.Cl>O>[C:23]([C:7]1[C:8]2[C:13](=[CH:12][CH:11]=[C:10]([O:16][C:17]3[CH:22]=[CH:21][CH:20]=[CH:19][CH:18]=3)[CH:9]=2)[C:14]([OH:15])=[C:5]([C:3]([NH:25][C@H:26]([CH2:31][CH3:32])[CH2:27][C:28]([OH:30])=[O:29])=[O:4])[N:6]=1)#[N:24] |f:2.3.4|. Reported procedure: 1-Cyano-4-hydroxy-7-phenoxy-isoquinoline-3-carboxylic acid methyl ester (75 mg, 0.234 mmol) and 3-(R)-amino-pentanoic acid (82 mg, 0.7 mmol) were placed in a CEM 10 mL Microwave vessel and sodium methoxide-methanol solution (0.5M; 1.4 mL, 0.7 mmol) was added via syringe. The vessel was sealed and heated to 130° C. in a CEM microwave apparatus for 150 minutes. The reaction mixture was diluted with water and treated with 1N hydrochloric acid. The crude precipitate was purified by MPLC (methylene c... The reactants are COc1c(F)cc(Br)cc1F, N#C[Cu], CN(C)C=O, O. Product: COc1c(F)cc(C#N)cc1F. RXN SMILES: [CH3:1][O:2][c:3]1[c:4]([F:11])[cH:5][c:6]([Br:10])[cH:7][c:8]1[F:9].[Cu:12][C:13]#[N:14].[O:15]=[CH:16][N:17]([CH3:18])[CH3:19].[OH2:20]>>[CH3:1][O:2][c:3]1[c:4]([F:11])[cH:5][c:6]([C:13]#[N:14])[cH:7][c:8]1[F:9]. Starting materials: CCO (EtOH), hexanes EtOAc, COC1=CC=C(C=C1)OCCOCN1C=NC2=NC=NC(=C12)N (7-[(2-(p-Methoxyphenyloxy)ethoxy)methyl]adenine), O=[N+]([O-])[O-].[O-][N+]([O-])=O.[O-][N+]([O-])=O.[O-][N+]([O-])=O.[O-][N+]([O-])=O.[O-][N+]([O-])=O.[Ce+4].[NH4+].[NH4+] (CAN). Solvent: CC#N (CH3CN), O (water). Yields the product OCCOCN1C=NC2=NC=NC(=C12)N (7-[(2-Hydroxyethoxy)methyl]adenine). Yield: 79.9%. As a reaction SMILES: COC1C=CC([O:9][CH2:10][CH2:11][O:12][CH2:13][N:14]2[C:22]3[C:17](=[N:18][CH:19]=[N:20][C:21]=3[NH2:23])[N:16]=[CH:15]2)=CC=1.O=[N+]([O-])[O-].[O-][N+](=O)[O-].[O-][N+](=O)[O-].[O-][N+](=O)[O-].[O-][N+](=O)[O-].[O-][N+](=O)[O-].[Ce+4].[NH4+].[NH4+].CCO>CC#N.O>[OH:9][CH2:10][CH2:11][O:12][CH2:13][N:14]1[C:22]2[C:17](=[N:18][CH:19]=[N:20][C:21]=2[NH2:23])[N:16]=[CH:15]1 |f:1.2.3.4.5.6.7.8.9|. Procedure details: Compound 14 (0.74 g, 3.54 mmol) was prepared in 80% yield from 13 (1.39 g, 4.43 mmol) and CAN (2.43 g, 4.43 mmol) in CH3CN (30 mL) and water (10 mL) by the method used for the synthesis of 9: mp 122-123° C.; Rf(hexanes/EtOAc=1:2) 0.12; UV (EtOH) λmax 265 (ε 14,800); 1H NMR (CD3OD) δ 3.69-3.79 (m, 4 H, O(CH2)2O), 5.79 (s, 2 H, H2C1′), 8.32 (s, 1 H, HC2), 8.60 (s, 1 H, HC8); 13C NMR (CD3OD) δ 61.80 (CH2OH), 72.27 (OCH2) 82.01 (C1′), 119.62 (C5), 144.29 (C2), 147.68 (C8), 150.32 (C4), 152.12 (C6); ... Starting materials: C(C)(=O)O (acetic acid), ClCCl (dichloromethane), 16a, N[C@H](CCNC)C ([(3S)-3-aminobutyl]methylamine), FC1=C(C=CC(=C1)F)CNC(=O)C=1C(C(=C2N(C[C@@H]3N([C@H](CCN3C)C)C2=O)C1)O)=O ((4S,12aS)—N-[(2,4-Difluorophenyl)methyl]-7-hydroxy-1,4-dimethyl-6,8-dioxo-1,2,3,4,6,8,12,12a-octahydropyrido[1′,2′:4,5]pyrazino[1,2-a]pyrimidine-9-carboxamide). The product is Cl.Cl.N[C@H](CCNC)C ([(3S)-3-Aminobutyl]methylamine dihydrochloride), FC1=C(C=CC(=C1)F)CNC(=O)C=1C(C(=C2N(C[C@@H]3N([C@H](CCN3C)C)C2=O)C1)O)=O ((4S,12aS)—N-[(2,4-Difluorophenyl)methyl]-7-hydroxy-1,4-dimethyl-6,8-dioxo-1,2,3,4,6,8,12,12a-octahydropyrido[1′,2′:4,5]pyrazino[1,2-a]pyrimidine-9-carboxamide), FC1=C(C=CC(=C1)F)CNC(=O)C=1C(C(=C2N(C[C@@H]3N([C@H](CCN3C)C)C2=O)C1)OCC1=CC=CC=C1)=O ((4S,12aS)—N-[(2,4-difluorophenyl)methyl]-1,4-dimethyl-6,8-dioxo-7-[(phenylmethyl)oxy]-1,2,3,4,6,8,12,12a-octahydropyrido[1′,2′:4,5]pyrazino[1,2-a]pyrimidine-9-carboxamide). Yield: 89.0%. Reaction SMILES: [F:1][C:2]1[CH:7]=[C:6]([F:8])[CH:5]=[CH:4][C:3]=1[CH2:9][NH:10][C:11]([C:13]1[C:14](=[O:31])[C:15]([OH:30])=[C:16]2[C:27](=[O:28])[N:20]3[C@@H:21]([CH3:26])[CH2:22][CH2:23][N:24]([CH3:25])[C@@H:19]3[CH2:18][N:17]2[CH:29]=1)=[O:12].N[C@@H:33]([CH3:38])[CH2:34][CH2:35]NC.[C:39]([OH:42])(=O)[CH3:40].[Cl:43][CH2:44]Cl>>[ClH:43].[ClH:43].[NH2:20][C@@H:21]([CH3:26])[CH2:22][CH2:23][NH:24][CH3:19].[F:1][C:2]1[CH:7]=[C:6]([F:8])[CH:5]=[CH:4][C:3]=1[CH2:9][NH:10][C:11]([C:13]1[C:14](=[O:31])[C:15]([OH:30])=[C:16]2[C:27](=[O:28])[N:20]3[C@@H:21]([CH3:26])[CH2:22][CH2:23][N:24]([CH3:25])[C@@H:19]3[CH2:18][N:17]2[CH:29]=1)=[O:12].[F:1][C:2]1[CH:7]=[C:6]([F:8])[CH:5]=[CH:4][C:3]=1[CH2:9][NH:10][C:11]([C:13]1[C:14](=[O:31])[C:15]([O:42][CH2:39][C:40]2[CH:44]=[CH:35][CH:34]=[CH:33][CH:38]=2)=[C:16]2[C:27](=[O:28])[N:20]3[C@@H:21]([CH3:26])[CH2:22][CH2:23][N:24]([CH3:25])[C@@H:19]3[CH2:18][N:17]2[CH:29]=1)=[O:12] |f:4.5.6|. Procedure details: [(3S)-3-Aminobutyl]methylamine dihydrochloride was prepared in a similar manner as described in example Z-47. 1H NMR (400 MHz, CDCl3) δ 1.18 (d, J=6.8 Hz, 3H), 1.82-1.91 (m, 1H), 1.94-2.03 (m, 1H), 2.53 (s, 3H), 2.89-2.93 (m, 2H), 3.22-3.30 (m, 1H), 8.02 (br, <1H), 8.81 (br, <1H). b) (4S,12aS)—N-[(2,4-Difluorophenyl)methyl]-7-hydroxy-1,4-dimethyl-6,8-dioxo-1,2,3,4,6,8,12,12a-octahydropyrido[1′,2′:4,5]pyrazino[1,2-a]pyrimidine-9-carboxamide. The title compound was made in two steps using a simila... Starting materials: O=C([O-])[O-], Nc1nccn2c(C3CCC(CNC(=O)OCc4ccccc4)CC3)nc(I)c12, COc1cc(B2OC(C)(C)C(C)(C)O2)ccc1Oc1ccccc1, COCCOC, [K+], [K+], O. The product is COc1cc(-c2nc(C3CCC(CNC(=O)OCc4ccccc4)CC3)n3ccnc(N)c23)ccc1Oc1ccccc1. Reaction SMILES: [C:54](=[O:55])([O-:56])[O-:57].[CH2:1]([c:2]1[cH:3][cH:4][cH:5][cH:6][cH:7]1)[O:8][C:9]([NH:10][CH2:11][CH:12]1[CH2:13][CH2:14][CH:15]([c:18]2[n:19][c:20]([I:28])[c:21]3[n:22]2[cH:23][cH:24][n:25][c:26]3[NH2:27])[CH2:16][CH2:17]1)=[O:29].[CH3:30][O:31][c:32]1[cH:33][c:34]([B:45]2[O:46][C:47]([CH3:48])([CH3:49])[C:50]([CH3:51])([CH3:52])[O:53]2)[cH:35][cH:36][c:37]1[O:38][c:39]1[cH:40][cH:41][cH:42][cH:43][cH:44]1.[CH3:60][O:61][CH2:62][CH2:63][O:64][CH3:65].[K+:58].[K+:59].[OH2:66]>>[CH2:1]([c:2]1[cH:3][cH:4][cH:5][cH:6][cH:7]1)[O:8][C:9]([NH:10][CH2:11][CH:12]1[CH2:13][CH2:14][CH:15]([c:18]2[n:19][c:20](-[c:34]3[cH:33][c:32]([O:31][CH3:30])[c:37]([O:38][c:39]4[cH:40][cH:41][cH:42][cH:43][cH:44]4)[cH:36][cH:35]3)[c:21]3[n:22]2[cH:23][cH:24][n:25][c:26]3[NH2:27])[CH2:16][CH2:17]1)=[O:29].